From a dataset of the Open Reaction Database (ORD), a public repository of structured organic reaction records. describe an organic reaction: reactants, conditions, products, and yield RXN SMILES: Br[CH2:2][C:3]1[C:4](/[CH:9]=[CH:10]/[C:11]([O:13][CH2:14][CH3:15])=[O:12])=[N:5][CH:6]=[CH:7][CH:8]=1.[Cl:16][C:17]1[CH:18]=[C:19]2[C:23](=[CH:24][CH:25]=1)[NH:22][CH:21]=[CH:20]2>>[Cl:16][C:17]1[CH:18]=[C:19]2[C:23](=[CH:24][CH:25]=1)[NH:22][C:21]([CH2:2][C:3]1[C:4](/[CH:9]=[CH:10]/[C:11]([O:13][CH2:14][CH3:15])=[O:12])=[N:5][CH:6]=[CH:7][CH:8]=1)=[CH:20]2. The reactants are BrCC=1C(=NC=CC1)/C=C/C(=O)OCC (Ethyl (E)-3-[3-(bromomethyl)-2-pyridyl]-2-propenoate), ClC=1C=C2C=CNC2=CC1 (5-chloroindole). Procedure: The benzylic bromide of Step 2 (1.33 g; 4.91 mmol) was coupled with 5-chloroindole according to the procedure described in step 1 of example 2 to yield 1.22 g of the title compound. Product: ClC=1C=C2C=C(NC2=CC1)CC=1C(=NC=CC1)/C=C/C(=O)OCC (Ethyl (E )-3-{3-[(5-chloroindolyl)methyl]-2-pyridyl}-2-propenoate). Starting materials: C1(=C(C=CC=C1)OS(=O)(=O)C(F)(F)F)C (o-tolyltriflate), NC1=CC=CC=C1 (aniline). Yields the product CC1=C(C=CC=C1)NC1=CC=CC=C1 (N-(2-methylphenyl)aniline). The yield is 95.0%. As a reaction SMILES: [C:1]1([CH3:15])[CH:6]=[CH:5][CH:4]=[CH:3][C:2]=1OS(C(F)(F)F)(=O)=O.[NH2:16][C:17]1[CH:22]=[CH:21][CH:20]=[CH:19][CH:18]=1>>[CH3:15][C:1]1[CH:6]=[CH:5][CH:4]=[CH:3][C:2]=1[NH:16][C:17]1[CH:22]=[CH:21][CH:20]=[CH:19][CH:18]=1. Procedure: The general procedure B using 51.7 mg (0.215 mmol) of o-tolyltriflate and 29.4 μl (0.323 mmol) of aniline gave 95% yield of N-(2-methylphenyl)aniline after sublimation (130° C., 0.1 torr). The reactants are CCN=C=NCCCN(C)C (EDCI), C(CC1=CC=CC=C1)NC(=O)[C@H]1N[C@H](CC1)CC=C ((2S,5R)-5-Allyl-pyrrolidine-2-carboxylic acid phenethyl-amide), C(CC=C)N1[C@H](C(=O)N)CCC1 (homoallylproline amide), N(CC(=O)O)CC=C (AllylGlyOH). Reagents/catalysts: CN(C)C=1C=CN=CC1 (DMAP). The solvent is ClCCl (dichloromethane), ClCCl (dichloromethane). Reaction conditions: time 8 hour. Product: C(CC1=CC=CC=C1)NC(=O)[C@H]1N([C@H](CC1)CC=C)C([C@H](CC=C)NC)=O ((2S,5R)-5-Allyl-1-((S)-2-methylamino-pent-4-enoyl)-pyrrolidine-2-carboxylic acid phenethyl-amide). As a reaction SMILES: N(CC=C)CC(O)=O.CCN=C=NCCCN(C)C.[CH2:20]([NH:28][C:29]([C@@H:31]1[CH2:35][CH2:34][C@H:33]([CH2:36][CH:37]=[CH2:38])[NH:32]1)=[O:30])[CH2:21][C:22]1[CH:27]=[CH:26][CH:25]=[CH:24][CH:23]=1.[CH2:39]([N:43]1[CH2:50][CH2:49][CH2:48][C@H:44]1[C:45](N)=[O:46])CC=C>ClCCl.CN(C1C=CN=CC=1)C>[CH2:20]([NH:28][C:29]([C@@H:31]1[CH2:35][CH2:34][C@H:33]([CH2:36][CH:37]=[CH2:38])[N:32]1[C:45](=[O:46])[C@@H:44]([NH:43][CH3:39])[CH2:48][CH:49]=[CH2:50])=[O:30])[CH2:21][C:22]1[CH:27]=[CH:26][CH:25]=[CH:24][CH:23]=1. Procedure: AllylGlyOH (10.5 g, 26.4 mmol) is suspended in dichloromethane (200 mL) and EDCI (5.1 g, 26.4 mmol) and DMAP (3.2 g, 26.4 mmol) are added to obtain a clear solution. 11E homoallylproline amide in dichloromethane (50 mL) is added and stirred overnight. The product is quenched with saturated bicarb and extracted with dichloromethane, followed by washing with brine, drying over anhydrous magnesium sulfate, filtering and concentrating. The crude is used in following deprotection. LCMS characterizati...